describe an organic reaction: reactants, conditions, products, and yield From a dataset of the Open Reaction Database (ORD), a public repository of structured organic reaction records. The reactants are Cc1ccc(-c2noc(C3CN(C#N)C3)n2)cc1NC(=O)c1cnc2ccccn12, CCO, CCN(C(C)C)C(C)C, Cl, NO. Product: Cc1ccc(-c2noc(C3CN(C(N)=NO)C3)n2)cc1NC(=O)c1cnc2ccccn12. Reaction SMILES: [C:1](#[N:2])[N:3]1[CH2:4][CH:5]([c:7]2[n:8][c:9](-[c:12]3[cH:13][cH:14][c:15]([CH3:30])[c:16]([NH:18][C:19](=[O:20])[c:21]4[cH:22][n:23][c:24]5[n:25]4[cH:26][cH:27][cH:28][cH:29]5)[cH:17]3)[n:10][o:11]2)[CH2:6]1.[CH3:43][CH2:44][OH:45].[CH:34]([N:35]([CH2:36][CH3:37])[CH:38]([CH3:39])[CH3:40])([CH3:41])[CH3:42].[ClH:33].[NH2:31][OH:32]>>[C:1]([NH2:2])([N:3]1[CH2:4][CH:5]([c:7]2[n:8][c:9](-[c:12]3[cH:13][cH:14][c:15]([CH3:30])[c:16]([NH:18][C:19](=[O:20])[c:21]4[cH:22][n:23][c:24]5[n:25]4[cH:26][cH:27][cH:28][cH:29]5)[cH:17]3)[n:10][o:11]2)[CH2:6]1)=[N:31][OH:32].